This data is from the Open Reaction Database (ORD), a public repository of structured organic reaction records. The task is: describe an organic reaction: reactants, conditions, products, and yield The reactants are CC=1C=C2C=3C=CC=CC3C=CC2=C2C=CC=CC12 (6-methylchrysene), BrN1C(CCC1=O)=O (N-bromosuccinimide). The reagents and catalysts are C(C1=CC=CC=C1)(=O)OOC(C1=CC=CC=C1)=O (benzoyl peroxide). Solvent: CO (methanol), ClC1=CC=CC=C1 (chlorobenzene). Reaction conditions: temperature 50 celsius, time 1 hour. Yields the product BrCC=1C=C2C=3C=CC=CC3C=CC2=C2C=CC=CC12 (6-bromomethylchrysene). Isolated yield 75.8%. As a reaction SMILES: [CH3:1][C:2]1[CH:3]=[C:4]2[C:13](=[C:14]3[C:19]=1[CH:18]=[CH:17][CH:16]=[CH:15]3)[CH:12]=[CH:11][C:10]1[CH:9]=[CH:8][CH:7]=[CH:6][C:5]2=1.[Br:20]N1C(=O)CCC1=O>ClC1C=CC=CC=1.CO.C(OOC(=O)C1C=CC=CC=1)(=O)C1C=CC=CC=1>[Br:20][CH2:1][C:2]1[CH:3]=[C:4]2[C:13](=[C:14]3[C:19]=1[CH:18]=[CH:17][CH:16]=[CH:15]3)[CH:12]=[CH:11][C:10]1[CH:9]=[CH:8][CH:7]=[CH:6][C:5]2=1. Reported procedure: A solution of 6-methylchrysene (4,85 g, 20 mmol), N-bromosuccinimide (3.60 g, 20.2 mmol), and benzoyl peroxide (0.242 g, 1.0 mmol) in chlorobenzene (100 mL) was heated under nitrogen at 80° C. After 1 hour, NMR analysis indicated that the starting material had been consumed. The solution was cooled to 50° C. at which point a solid precipitate had formed. The mixture was diluted with methanol (100 mL) and further cooled to ambient temperature. The mixture was filtered and the solid washed with me... Reactants: C(C1=CC=CC=C1)OC1=C(C=CC=C1)[Mg]Br ((2-(Benzyloxy)phenyl)magnesium bromide), O1CC12CCN(CC2)C(=O)OC(C)(C)C (tert-butyl 1-oxa-6-azaspiro[2.5]octane-6-carboxylate). Reagents/catalysts: [Cu]I (CuI). Run in O1CCCC1 (tetrahydrofuran). Yields the product C(C1=CC=CC=C1)OC1=C(CC2(CCN(CC2)C(=O)OC(C)(C)C)O)C=CC=C1 (tert-butyl 4-(2-(benzyloxy)benzyl)-4-hydroxypiperidine-1-carboxylate). Reaction SMILES: [CH2:1]([O:8][C:9]1[CH:14]=[CH:13][CH:12]=[CH:11][C:10]=1[Mg]Br)[C:2]1[CH:7]=[CH:6][CH:5]=[CH:4][CH:3]=1.[O:17]1[C:19]2([CH2:24][CH2:23][N:22]([C:25]([O:27][C:28]([CH3:31])([CH3:30])[CH3:29])=[O:26])[CH2:21][CH2:20]2)[CH2:18]1>O1CCCC1.[Cu]I>[CH2:1]([O:8][C:9]1[CH:14]=[CH:13][CH:12]=[CH:11][C:10]=1[CH2:18][C:19]1([OH:17])[CH2:20][CH2:21][N:22]([C:25]([O:27][C:28]([CH3:31])([CH3:30])[CH3:29])=[O:26])[CH2:23][CH2:24]1)[C:2]1[CH:7]=[CH:6][CH:5]=[CH:4][CH:3]=1. Procedure details: (2-(Benzyloxy)phenyl)magnesium bromide (33.8 mL, 1M) was added to a solution of EXAMPLE 263A (6.0 g) and CuI (1.07 g) in tetrahydrofuran (220 mL) at 0° C. over 10 minutes. The reaction was quenched with pH 7 buffer (20 mL), extracted twice with ether, and the combined extracts were washed with brine, dried over Na2SO4, filtered, and concentrated. The crude product was chromatographed on silica gel using 2-20% ethyl acetate in hexanes to provide the title compound. The reactants are O=C(CBr)N1CCC(Oc2cccc(Cl)c2)CC1, O=C([O-])[O-], O=C([O-])O, O=C(O)C(=O)O, CNCCCC1(c2ccc(F)cc2)OCCO1, CCO, CN(CCCC1(c2ccc(F)cc2)OCCO1)CC(=O)N1CCC(Oc2cccc(Cl)c2)CC1, [K+], [K+], [Na+]. Yields the product Clc1cccc(OC2CCNCC2)c1. As a reaction SMILES: [Br:24][CH2:25][C:26](=[O:27])[N:28]1[CH2:29][CH2:30][CH:31]([O:34][c:35]2[cH:36][c:37]([Cl:41])[cH:38][cH:39][cH:40]2)[CH2:32][CH2:33]1.[C:18](=[O:19])([O-:20])[O-:21].[C:42](=[O:43])([OH:44])[O-:45].[C:47]([OH:48])(=[O:49])[C:50]([OH:51])=[O:52].[CH3:1][NH:2][CH2:3][CH2:4][CH2:5][C:6]1([c:7]2[cH:8][cH:9][c:10]([F:11])[cH:12][cH:13]2)[O:14][CH2:15][CH2:16][O:17]1.[CH3:87][CH2:88][OH:89].[F:53][c:54]1[cH:55][cH:56][c:57]([C:58]2([CH2:59][CH2:60][CH2:61][N:62]([CH2:63][C:64]([N:65]3[CH2:66][CH2:67][CH:68]([O:69][c:70]4[cH:71][cH:72][cH:73][c:74]([Cl:75])[cH:76]4)[CH2:77][CH2:78]3)=[O:79])[CH3:80])[O:81][CH2:82][CH2:83][O:84]2)[cH:85][cH:86]1.[K+:22].[K+:23].[Na+:46]>>[NH:28]1[CH2:29][CH2:30][CH:31]([O:34][c:35]2[cH:36][c:37]([Cl:41])[cH:38][cH:39][cH:40]2)[CH2:32][CH2:33]1. The reactants are Oc1cc2cn(C3CCCCO3)nc2cc1Br, O=[N+]([O-])c1ccc(F)c(F)c1, [Na+], O=C([O-])O, CN(C)C=O, O. Yields the product O=[N+]([O-])c1ccc(Oc2cc3cn(C4CCCCO4)nc3cc2Br)c(F)c1. Reaction SMILES: [Br:1][c:2]1[c:3]([OH:17])[cH:4][c:5]2[cH:6][n:7]([CH:11]3[O:12][CH2:13][CH2:14][CH2:15][CH2:16]3)[n:8][c:9]2[cH:10]1.[F:18][c:19]1[cH:20][c:21]([N+:26](=[O:27])[O-:28])[cH:22][cH:23][c:24]1[F:25].[Na+:33].[O-:29][C:30]([OH:31])=[O:32].[O:35]=[CH:36][N:37]([CH3:38])[CH3:39].[OH2:34]>>[Br:1][c:2]1[c:3]([O:17][c:24]2[c:19]([F:18])[cH:20][c:21]([N+:26](=[O:27])[O-:28])[cH:22][cH:23]2)[cH:4][c:5]2[cH:6][n:7]([CH:11]3[O:12][CH2:13][CH2:14][CH2:15][CH2:16]3)[n:8][c:9]2[cH:10]1. Starting materials: FC(C=1C=C(C=CC1)CCC(C(=O)OC)C(=O)OC)(F)F (2-[2-(3-Trifluoromethylphenyl)-ethyl]propane-1,3-dioic acid, dimethyl ester), solution, [OH-].[K+] (potassium hydroxide), C([O-])(O)=O.[Na+] (sodium bicarbonate). Reaction conditions: time 72 hour. The product is FC(C=1C=C(C=CC1)CCCC(=O)O)(F)F (4-(3-Trifluoromethylphenyl)-butanoic acid). Isolated yield 68.2%. Reaction SMILES: [F:1][C:2]([F:21])([F:20])[C:3]1[CH:4]=[C:5]([CH2:9][CH2:10][CH:11](C(OC)=O)[C:12]([O:14]C)=[O:13])[CH:6]=[CH:7][CH:8]=1.[OH-].[K+].C(=O)(O)[O-].[Na+]>>[F:1][C:2]([F:20])([F:21])[C:3]1[CH:4]=[C:5]([CH2:9][CH2:10][CH2:11][C:12]([OH:14])=[O:13])[CH:6]=[CH:7][CH:8]=1 |f:1.2,3.4|. Reported procedure: The intermediate obtained in Step B (2.15 g, 7.07 mmol) was treated with 3.5 mL of a 4.53M solution of methanolic potassium hydroxide (15.9 mmol, 2.2 eq) and the resulting mixture stirred at room temperature for 72 hours. The mixture was concentrated under vacuum and the solid residue redissolved in 4mL of concentrated hydrochloric acid and heated at reflux for 3 hours. The mixture was cooled, then extracted with methylene chloride (3×6mL); the combined extracts were washed with brine, dried ove... Reactants: OC1CCN(Cc2ccccc2)CC1, C1CCOC1, CCOC(C)=O, Oc1ccccc1, c1ccc(P(c2ccccc2)c2ccccc2)cc1. The product is c1ccc(CN2CCC(Oc3ccccc3)CC2)cc1. Reaction SMILES: [CH2:27]([c:28]1[cH:29][cH:30][cH:31][cH:32][cH:33]1)[N:34]1[CH2:35][CH2:36][CH:37]([OH:40])[CH2:38][CH2:39]1.[CH2:41]1[O:42][CH2:43][CH2:44][CH2:45]1.[CH3:46][CH2:47][O:48][C:49]([CH3:50])=[O:51].[OH:1][c:2]1[cH:3][cH:4][cH:5][cH:6][cH:7]1.[c:8]1([P:9]([c:10]2[cH:11][cH:12][cH:13][cH:14][cH:15]2)[c:16]2[cH:17][cH:18][cH:19][cH:20][cH:21]2)[cH:22][cH:23][cH:24][cH:25][cH:26]1>>[O:1]([c:2]1[cH:3][cH:4][cH:5][cH:6][cH:7]1)[CH:37]1[CH2:36][CH2:35][N:34]([CH2:27][c:28]2[cH:29][cH:30][cH:31][cH:32][cH:33]2)[CH2:39][CH2:38]1. The reactants are Cl (hydrochloric acid), [Si](C)(C)(C(C)(C)C)OC1=CC(=C(C#N)C=C1)F (4-(tert-butyldimethylsilyloxy)-2-fluorobenzonitrile), II (iodine), Cl (hydrochloric acid), C1(CCC1)[Mg]Br.C(C)OCC (cyclobutylmagnesium bromide diethyl ether), [Mg] (magnesium), BrC1CCC1 (bromocyclobutane). Reagents/catalysts: [Cu](Br)Br (copper bromide). The solvent is C(C)OCC (diethyl ether), C1CCOC1 (THF), C(C)OCC (diethyl ether), O (water), C(C)OCC (diethyl ether). Run at time 15 minute. Yields the product C1(CCC1)C(=O)C1=C(C=C(C=C1)O)F (Cyclobutyl(2-fluoro-4-hydroxyphenyl)methanone). Reaction SMILES: [Si]([O:8][C:9]1[CH:16]=[CH:15][C:12]([C:13]#N)=[C:11]([F:17])[CH:10]=1)(C(C)(C)C)(C)C.[CH:18]1([Mg]Br)[CH2:21][CH2:20][CH2:19]1.C([O:26]CC)C.[Mg].II.BrC1CCC1.Cl>C1COCC1.C(OCC)C.[Cu](Br)Br.O>[CH:18]1([C:13]([C:12]2[CH:15]=[CH:16][C:9]([OH:8])=[CH:10][C:11]=2[F:17])=[O:26])[CH2:21][CH2:20][CH2:19]1 |f:1.2|. Procedure details: Under nitrogen atmosphere, 4-(tert-butyldimethylsilyloxy)-2-fluorobenzonitrile (9.49 g), which can be prepared according to the method described in Reference example 1, etc., was dissolved in dehydrated THF (30 mL; manufactured by Kanto Chemical Co., Inc.), and then 0.78 mol/L-cyclobutylmagnesium bromide-diethyl ether solution [60 mL; magnesium (9.18 g) was suspended in diethyl ether (20 mL; manufactured by Kanto Chemical Co., Inc.), added with a small amount of iodine, and then stirred at room ... Reported procedure: To a round-bottomed flask containing the tetrafluoroborate salt (propargyl)Co2(CO)6+BF4− (0.271 g, 0.66 mmol) was added anhydrous dichloromethane (dried by distillation over P2O5; 22 ml). The nearly clear red dark solution was stirred at room temperature for few minutes under argon, then tert-butyl 4-{N-[(6RS)-2-methoxymethyl-4-oxo-3,4,7,8-tetrahydro-6H-cyclopenta[g]quinazolin-6-yl]amino}benzoate (0.215 g, 0.51 mmol) was added in one portion. Stirring was continued at this temperature for 5 min ... Yields the product COCC1=NC2=CC3=C(C=C2C(N1)=O)C(CC3)N(CC#C)C3=CC=C(C(=O)OC(C)(C)C)C=C3 (tert-Butyl 4-{N-[(6RS)-2-methoxymethyl-4-oxo-3,4,7,8-tetrahydro-6H-cyclopenta[g]quinazolin-6-yl]-N-(prop-2-ynyl)amino}benzoate). Run at time 5 minute. Solvent: C(C)O (ethanol). RXN SMILES: F[B-](F)(F)F.ClCCl.[CH3:9][O:10][CH2:11][C:12]1[NH:21][C:20](=[O:22])[C:19]2[C:14](=[CH:15][C:16]3[CH2:25][CH2:24][CH:23]([NH:26][C:27]4[CH:39]=[CH:38][C:30]([C:31]([O:33][C:34]([CH3:37])([CH3:36])[CH3:35])=[O:32])=[CH:29][CH:28]=4)[C:17]=3[CH:18]=2)[N:13]=1.[CH:40](N(C(C)C)CC)([CH3:42])[CH3:41]>C(O)C>[CH3:9][O:10][CH2:11][C:12]1[NH:21][C:20](=[O:22])[C:19]2[C:14](=[CH:15][C:16]3[CH2:25][CH2:24][CH:23]([N:26]([C:27]4[CH:39]=[CH:38][C:30]([C:31]([O:33][C:34]([CH3:36])([CH3:35])[CH3:37])=[O:32])=[CH:29][CH:28]=4)[CH2:42][C:40]#[CH:41])[C:17]=3[CH:18]=2)[N:13]=1. Reactants: Fe(NO3)3.9H2O, F[B-](F)(F)F (tetrafluoroborate), C(C)(C)N(CC)C(C)C (diisopropylethylamine), complex, Fe(NO3)3.9H2O, ClCCl (dichloromethane), COCC1=NC2=CC3=C(C=C2C(N1)=O)C(CC3)NC3=CC=C(C(=O)OC(C)(C)C)C=C3 (tert-butyl 4-{N-[(6RS)-2-methoxymethyl-4-oxo-3,4,7,8-tetrahydro-6H-cyclopenta[g]quinazolin-6-yl]amino}benzoate), Fe(NO3)3.9H2O.